This data is from the Open Reaction Database (ORD), a public repository of structured organic reaction records. The task is: describe an organic reaction: reactants, conditions, products, and yield Reactants: C1CC(N2CCNCC2)C1, O=C(O)CN1CCc2nc(C(=O)NC3CCC3)ccc2C1, ClCCl, Cl. Product: O=C(NC1CCC1)c1ccc2c(n1)CCN(CC(=O)N1CCN(C3CCC3)CC1)C2. Reaction SMILES: [CH:23]1([N:27]2[CH2:28][CH2:29][NH:30][CH2:31][CH2:32]2)[CH2:24][CH2:25][CH2:26]1.[CH:2]1([NH:6][C:7](=[O:8])[c:9]2[n:10][c:11]3[c:16]([cH:17][cH:18]2)[CH2:15][N:14]([CH2:19][C:20](=[O:21])[OH:22])[CH2:13][CH2:12]3)[CH2:3][CH2:4][CH2:5]1.[Cl:33][CH2:34][Cl:35].[ClH:1]>>[CH:2]1([NH:6][C:7](=[O:8])[c:9]2[n:10][c:11]3[c:16]([cH:17][cH:18]2)[CH2:15][N:14]([CH2:19][C:20](=[O:22])[N:30]2[CH2:29][CH2:28][N:27]([CH:23]4[CH2:24][CH2:25][CH2:26]4)[CH2:32][CH2:31]2)[CH2:13][CH2:12]3)[CH2:3][CH2:4][CH2:5]1. Yields the product CC1NCCNc2cnn(C)c(=O)c21. Starting materials: CC1NCCN(Cc2ccccc2)c2cnn(C)c(=O)c21, C1=CCCCC1, CCO. Reaction SMILES: [CH2:1]([c:2]1[cH:3][cH:4][cH:5][cH:6][cH:7]1)[N:8]1[c:9]2[c:10]([c:16](=[O:21])[n:17]([CH3:20])[n:18][cH:19]2)[CH:11]([CH3:15])[NH:12][CH2:13][CH2:14]1.[CH2:22]1[CH2:23][CH:24]=[CH:25][CH2:26][CH2:27]1.[CH3:28][CH2:29][OH:30]>>[NH:8]1[c:9]2[c:10]([c:16](=[O:21])[n:17]([CH3:20])[n:18][cH:19]2)[CH:11]([CH3:15])[NH:12][CH2:13][CH2:14]1.